Dataset: the Open Reaction Database (ORD), a public repository of structured organic reaction records. Task: describe an organic reaction: reactants, conditions, products, and yield The reactants are FC(N1N=C2C=CC(=CC2=C1)[N+](=O)[O-])F (2-(difluoromethyl)-5-nitro-2H-indazole), [N+](=O)([O-])C=1C=C2C=NNC2=CC1 (5-nitro-1H-indazole). Reagents/catalysts: [Pd] (palladium on carbon). Solvent: C(C)(=O)OCC (ethyl acetate). Reaction conditions: time 4 hour. The product is FC(N1N=C2C=CC(=CC2=C1)N)F (2-(difluoromethyl)-2H-indazol-5-amine). Reaction SMILES: [F:1][CH:2]([F:15])[N:3]1[CH:11]=[C:10]2[C:5]([CH:6]=[CH:7][C:8]([N+:12]([O-])=O)=[CH:9]2)=[N:4]1.[N+](C1C=C2C(=CC=1)NN=C2)([O-])=O>[Pd].C(OCC)(=O)C>[F:15][CH:2]([F:1])[N:3]1[CH:11]=[C:10]2[C:5]([CH:6]=[CH:7][C:8]([NH2:12])=[CH:9]2)=[N:4]1. Reported procedure: In accordance with Example 62 (Step 1), ethyl acetate (20 mL) was added to 2-(difluoromethyl)-5-nitro-2H-indazole (429 mg) obtained by using 5-nitro-1H-indazole instead of 5-bromo-7-methyl-1H-indazole. Thereafter, 10% palladium on carbon (300 mg) was added, and the reaction solution was stirred under hydrogen atmosphere at room temperature for 4 hours. The insolubles were filtrated, and then the solvent was evaporated under vacuum to obtain 2-(difluoromethyl)-2H-indazol-5-amine as a white solid. Starting materials: CC(=O)[O-], O=C([O-])O, CC(=O)[O-], CCC(CC)(c1ccc(C=CC2(O)CCCC2)c(C)c1)c1ccc(B2OC(C)(C)C(C)(C)O2)c(C)c1, COC(=O)Cc1ccc(Br)cc1, Cc1ccccc1, COc1cccc(OC)c1-c1ccccc1P(C1CCCCC1)C1CCCCC1, [K+], [K+], [K+], [Na+], O, O=P([O-])([O-])[O-], [Pd+2]. Product: CCC(CC)(c1ccc(C=CC2(O)CCCC2)c(C)c1)c1ccc(-c2ccc(CC(=O)OC)cc2)c(C)c1. Reaction SMILES: [C:103]([O-:104])(=[O:105])[CH3:106].[C:86](=[O:87])([OH:88])[O-:89].[C:98]([O-:99])(=[O:100])[CH3:101].[CH2:50]([CH3:51])[C:52]([CH2:53][CH3:54])([c:55]1[cH:56][c:57]([CH3:70])[c:58]([B:61]2[O:62][C:63]([CH3:64])([CH3:65])[C:66]([CH3:67])([CH3:68])[O:69]2)[cH:59][cH:60]1)[c:71]1[cH:72][c:73]([CH3:85])[c:74]([CH:77]=[CH:78][C:79]2([OH:84])[CH2:80][CH2:81][CH2:82][CH2:83]2)[cH:75][cH:76]1.[CH3:1][O:2][C:3]([CH2:4][c:5]1[cH:6][cH:7][c:8]([Br:11])[cH:9][cH:10]1)=[O:12].[CH3:91][c:92]1[cH:93][cH:94][cH:95][cH:96][cH:97]1.[CH:13]1([P:14]([CH:15]2[CH2:16][CH2:17][CH2:18][CH2:19][CH2:20]2)[c:21]2[cH:22][cH:23][cH:24][cH:25][c:26]2-[c:27]2[c:28]([O:29][CH3:30])[cH:31][cH:32][cH:33][c:34]2[O:35][CH3:36])[CH2:37][CH2:38][CH2:39][CH2:40][CH2:41]1.[K+:47].[K+:48].[K+:49].[Na+:90].[OH2:107].[P:42]([O-:43])([O-:44])([O-:45])=[O:46].[Pd+2:102]>>[CH3:1][O:2][C:3]([CH2:4][c:5]1[cH:6][cH:7][c:8](-[c:58]2[c:57]([CH3:70])[cH:56][c:55]([C:52]([CH2:50][CH3:51])([CH2:53][CH3:54])[c:71]3[cH:72][c:73]([CH3:85])[c:74]([CH:77]=[CH:78][C:79]4([OH:84])[CH2:80][CH2:81][CH2:82][CH2:83]4)[cH:75][cH:76]3)[cH:60][cH:59]2)[cH:9][cH:10]1)=[O:12].